describe an organic reaction: reactants, conditions, products, and yield From a dataset of the Open Reaction Database (ORD), a public repository of structured organic reaction records. Reactants: CCOC(=O)Cn1cc(-c2ccc(OC)cc2)ccc1=O, CCO, Cl, [Li+], [OH-], O. Yields the product COc1ccc(-c2ccc(=O)n(CC(=O)O)c2)cc1. Reaction SMILES: [CH3:1][O:2][c:3]1[cH:4][cH:5][c:6](-[c:9]2[cH:10][cH:11][c:12](=[O:21])[n:13]([CH2:15][C:16](=[O:17])[O:18][CH2:19][CH3:20])[cH:14]2)[cH:7][cH:8]1.[CH3:26][CH2:27][OH:28].[ClH:24].[Li+:22].[OH-:23].[OH2:25]>>[CH3:1][O:2][c:3]1[cH:4][cH:5][c:6](-[c:9]2[cH:10][cH:11][c:12](=[O:21])[n:13]([CH2:15][C:16](=[O:17])[OH:18])[cH:14]2)[cH:7][cH:8]1. Reactants: C1(=CC=CC=C1)S(=O)(=O)N1C(=CC=2C1=NC=CC2)C(CC2CCOCC2)O (1-(1-benzenesulfonyl-1H-pyrrolo[2,3-b]pyridin-2-yl)-2-(tetrahydro-pyran-4-yl)-ethanol), CC(=O)OI1(C=2C=CC=CC2C(=O)O1)(OC(=O)C)OC(=O)C (Dess-Martin periodinane). Solvent: ClCCl (dichloromethane). Conditions: temperature 25 celsius, time 2 hour. Yields the product C1(=CC=CC=C1)S(=O)(=O)N1C(=CC=2C1=NC=CC2)C(CC2OCCCC2)=O (1-(1-benzenesulfonyl-1H-pyrrolo[2,3-b]pyridin-2-yl)-2-(tetrahydro-pyran-2-yl)-ethanone). The yield is 47.3%. Reaction SMILES: [C:1]1([S:7]([N:10]2[C:14]3=[N:15][CH:16]=[CH:17][CH:18]=[C:13]3[CH:12]=[C:11]2[CH:19]([OH:27])[CH2:20]C2CCOCC2)(=[O:9])=[O:8])[CH:6]=[CH:5][CH:4]=[CH:3][CH:2]=1.CC(OI1(OC(C)=O)(OC(C)=O)[O:41][C:39](=O)[C:38]2[CH:37]=[CH:36][CH:35]=CC1=2)=O>ClCCl>[C:1]1([S:7]([N:10]2[C:14]3=[N:15][CH:16]=[CH:17][CH:18]=[C:13]3[CH:12]=[C:11]2[C:19](=[O:27])[CH2:20][CH:35]2[CH2:36][CH2:37][CH2:38][CH2:39][O:41]2)(=[O:8])=[O:9])[CH:2]=[CH:3][CH:4]=[CH:5][CH:6]=1. Procedure: To a solution of 1-(1-benzenesulfonyl-1H-pyrrolo[2,3-b]pyridin-2-yl)-2-(tetrahydro-pyran-4-yl)-ethanol (2.1 g, 11 mmol) in dichloromethane (75 mL) was added Dess-Martin periodinane (8.3 g, 39 mmol) at 25° C. The reaction mixture was stirred at 25° C. for 2 h and then quenched with a saturated aqueous sodium bicarbonate solution (100 mL). The mixture was extracted with dichloromethane (50 mL), washed with a saturated aqueous sodium bicarbonate solution (3×100 mL), brine, dried over anhydrous sodi... Starting materials: CC(C)O, Cl, Cc1ccc(S(=O)(=O)n2ccnc2C(O)(c2ccc(F)cc2)c2ccc(F)cc2)cc1, N, O. Product: OC(c1ccc(F)cc1)(c1ccc(F)cc1)c1ncc[nH]1. Reaction SMILES: [CH:35]([OH:36])([CH3:37])[CH3:38].[ClH:32].[F:1][c:2]1[cH:3][cH:4][c:5]([C:8]([OH:9])([c:10]2[n:11]([S:15]([c:16]3[cH:17][cH:18][c:19]([CH3:20])[cH:21][cH:22]3)(=[O:23])=[O:24])[cH:12][cH:13][n:14]2)[c:25]2[cH:26][cH:27][c:28]([F:31])[cH:29][cH:30]2)[cH:6][cH:7]1.[NH3:34].[OH2:33]>>[F:1][c:2]1[cH:3][cH:4][c:5]([C:8]([OH:9])([c:10]2[n:11][cH:12][cH:13][nH:14]2)[c:25]2[cH:26][cH:27][c:28]([F:31])[cH:29][cH:30]2)[cH:6][cH:7]1. Reactants: BrC=1C=CC2=C(N(C[C@H](C=3N2C(=NN3)C)C)C3=CC=C(C#N)C=C3)C1 ((R)-4-(8-bromo-1,4-dimethyl-4H-benzo[b][1,2,4]triazolo[4,3-d][1,4]diazepin-6(5H)-yl)benzonitrile), CC1(OB(OC1(C)C)C=1C=NNC1)C (4-(4,4,5,5-tetramethyl-1,3,2-dioxaborolan-2-yl)-1H-pyrazole), C([O-])([O-])=O.[Cs+].[Cs+] (cesium carbonate). Reagents/catalysts: C=1C=CC(=CC1)[P](C=2C=CC=CC2)(C=3C=CC=CC3)[Pd]([P](C=4C=CC=CC4)(C=5C=CC=CC5)C=6C=CC=CC6)([P](C=7C=CC=CC7)(C=8C=CC=CC8)C=9C=CC=CC9)[P](C=1C=CC=CC1)(C=1C=CC=CC1)C=1C=CC=CC1 (Tetrakis(triphenylphosphine)palladium(0)). The solvent is COCCOC.O (DME H2O). Run at temperature 130 celsius, time 20 minute. The product is CC1=NN=C2N1C1=C(N(C[C@H]2C)C2=CC=C(C#N)C=C2)C=C(C=C1)C=1C=NNC1 ((R)-4-(1,4-dimethyl-8-(1H-pyrazol-4-yl)-4H-benzo[b][1,2,4]triazolo[4,3-d][1,4]diazepin-6(5H)-yl)benzonitrile). Yield: 15.1%. As a reaction SMILES: Br[C:2]1[CH:3]=[CH:4][C:5]2[N:11]3[C:12]([CH3:15])=[N:13][N:14]=[C:10]3[C@H:9]([CH3:16])[CH2:8][N:7]([C:17]3[CH:24]=[CH:23][C:20]([C:21]#[N:22])=[CH:19][CH:18]=3)[C:6]=2[CH:25]=1.CC1(C)C(C)(C)OB([C:34]2[CH:35]=[N:36][NH:37][CH:38]=2)O1.C(=O)([O-])[O-].[Cs+].[Cs+]>COCCOC.O.C1C=CC([P]([Pd]([P](C2C=CC=CC=2)(C2C=CC=CC=2)C2C=CC=CC=2)([P](C2C=CC=CC=2)(C2C=CC=CC=2)C2C=CC=CC=2)[P](C2C=CC=CC=2)(C2C=CC=CC=2)C2C=CC=CC=2)(C2C=CC=CC=2)C2C=CC=CC=2)=CC=1>[CH3:15][C:12]1[N:11]2[C:5]3[CH:4]=[CH:3][C:2]([C:34]4[CH:35]=[N:36][NH:37][CH:38]=4)=[CH:25][C:6]=3[N:7]([C:17]3[CH:18]=[CH:19][C:20]([C:21]#[N:22])=[CH:23][CH:24]=3)[CH2:8][C@@H:9]([CH3:16])[C:10]2=[N:14][N:13]=1 |f:2.3.4,5.6,^1:56,58,77,96|. Reported procedure: To a solution of (R)-4-(8-bromo-1,4-dimethyl-4H-benzo[b][1,2,4]triazolo[4,3-d][1,4]diazepin-6(5H)-yl)benzonitrile (100 mg, 0.26 mmol) in DME/H2O (3:1, 2 mL) was added 4-(4,4,5,5-tetramethyl-1,3,2-dioxaborolan-2-yl)-1H-pyrazole (70 mg, 0.36 mmol), cesium carbonate (164 mg, 0.50 mmol) and Tetrakis(triphenylphosphine)palladium(0)(22 mg, 0.02 mmol). The mixture was stirred in the microwave at 130° C. for 20 min. The reaction mixture was concentrated and purified by prep-TLC (elute: DCM:MeOH=15:1) to... Reactants: CO, COc1ccc(N2CCN(c3c(C)c(C)c4c(c3C)C(O)(c3ccoc3)C(C)(C)O4)CC2)cc1. The product is COc1ccc(N2CCN(c3c(C)c(C)c4c(c3C)C(c3ccoc3)C(C)(C)O4)CC2)cc1. Reaction SMILES: [CH3:35][OH:36].[o:1]1[cH:2][c:3]([C:6]2([OH:34])[C:7]([CH3:32])([CH3:33])[O:8][c:9]3[c:10]2[c:11]([CH3:31])[c:12]([N:17]2[CH2:18][CH2:19][N:20]([c:23]4[cH:24][cH:25][c:26]([O:29][CH3:30])[cH:27][cH:28]4)[CH2:21][CH2:22]2)[c:13]([CH3:16])[c:14]3[CH3:15])[cH:4][cH:5]1>>[o:1]1[cH:2][c:3]([CH:6]2[C:7]([CH3:32])([CH3:33])[O:8][c:9]3[c:10]2[c:11]([CH3:31])[c:12]([N:17]2[CH2:18][CH2:19][N:20]([c:23]4[cH:24][cH:25][c:26]([O:29][CH3:30])[cH:27][cH:28]4)[CH2:21][CH2:22]2)[c:13]([CH3:16])[c:14]3[CH3:15])[cH:4][cH:5]1.